This data is from the Open Reaction Database (ORD), a public repository of structured organic reaction records. The task is: describe an organic reaction: reactants, conditions, products, and yield As a reaction SMILES: [CH2:41]1[O:42][CH2:43][CH2:44][CH2:45]1.[CH3:1][CH:2]([C:3](=[O:4])[O-:5])[n:6]1[cH:7][cH:8][c:9]2[cH:10][c:11]([O:15][CH2:16][CH2:17][CH2:18][O:19][c:20]3[c:21]([CH2:35][CH2:36][CH3:37])[cH:22][c:23](-[c:26]4[s:27][c:28]5[c:29]([n:30]4)[CH2:31][CH2:32][CH2:33][CH2:34]5)[cH:24][cH:25]3)[cH:12][cH:13][c:14]12.[Li+:39].[OH-:38].[OH2:40].[OH2:46]>>[CH2:2]([C:3](=[O:4])[OH:5])[n:6]1[cH:7][cH:8][c:9]2[cH:10][c:11]([O:15][CH2:16][CH2:17][CH2:18][O:19][c:20]3[c:21]([CH2:35][CH2:36][CH3:37])[cH:22][c:23](-[c:26]4[s:27][c:28]5[c:29]([n:30]4)[CH2:31][CH2:32][CH2:33][CH2:34]5)[cH:24][cH:25]3)[cH:12][cH:13][c:14]12. Reactants: C1CCOC1, CCCc1cc(-c2nc3c(s2)CCCC3)ccc1OCCCOc1ccc2c(ccn2C(C)C(=O)[O-])c1, [Li+], [OH-], O, O. Yields the product CCCc1cc(-c2nc3c(s2)CCCC3)ccc1OCCCOc1ccc2c(ccn2CC(=O)O)c1.